This data is from the Open Reaction Database (ORD), a public repository of structured organic reaction records. The task is: describe an organic reaction: reactants, conditions, products, and yield The reactants are N1=CC(=CC=C1)C(C=C)O (1-(3-Pyridyl)-2-propen-1-ol), BrC1=CC=C(C(=O)OC)C=C1 (methyl p-bromobenzoate). Reagents/catalysts: C(C)(=O)[O-].[Pd+2].C(C)(=O)[O-] (palladium acetate). Run in CN(C=O)C (N,N-dimethylformamide). Conditions: temperature 120 celsius. The product is O=C(CCC1=CC=C(C(=O)OC)C=C1)C=1C=NC=CC1 (methyl 4-[3-oxo-3-(3-pyridyl)propyl]benzoate). Yield: 69.3%. RXN SMILES: [N:1]1[CH:6]=[CH:5][CH:4]=[C:3]([CH:7]([OH:10])[CH:8]=[CH2:9])[CH:2]=1.Br[C:12]1[CH:21]=[CH:20][C:15]([C:16]([O:18][CH3:19])=[O:17])=[CH:14][CH:13]=1>CN(C)C=O.C([O-])(=O)C.[Pd+2].C([O-])(=O)C>[O:10]=[C:7]([C:3]1[CH:2]=[N:1][CH:6]=[CH:5][CH:4]=1)[CH2:8][CH2:9][C:12]1[CH:21]=[CH:20][C:15]([C:16]([O:18][CH3:19])=[O:17])=[CH:14][CH:13]=1 |f:3.4.5|. Procedure details: 1-(3-Pyridyl)-2-propen-1-ol (1.36 g), methyl p-bromobenzoate (1.44 g) and palladium acetate II (0.02 g) were dissolved in 30 ml of N,N-dimethylformamide, and stirred under heating at 120° C. overnight. The obtained reaction mixture was concentrated, to which was poured water and extracted with ethyl acetate. The extract with ethyl acetate was washed in saturated aqueous sodium chloride solution and dried over magnesium sulfate. The residue was subjected to chromatography on a silica gel column, ... Reactants: C(C)(CC)NC(=O)N (sec-butyl urea), ClC(C(=O)OCC)C(=O)C(F)(F)F (ethyl 2-chloro-4,4,4-trifluoroacetoacetate). The product is CC(CC)NC=1OC(=C(N1)C(F)(F)F)C(=O)OCC (Ethyl 2-[(1-methylpropyl)amino]-4-(trifluoromethyl)-5-oxazolecarboxylate). The yield is 28.5%. RXN SMILES: [CH:1]([NH:5][C:6]([NH2:8])=[O:7])([CH2:3][CH3:4])[CH3:2].Cl[CH:10]([C:16]([C:18]([F:21])([F:20])[F:19])=O)[C:11]([O:13][CH2:14][CH3:15])=[O:12]>>[CH3:2][CH:1]([NH:5][C:6]1[O:7][C:10]([C:11]([O:13][CH2:14][CH3:15])=[O:12])=[C:16]([C:18]([F:19])([F:21])[F:20])[N:8]=1)[CH2:3][CH3:4]. Procedure: By the procedure of Example 4, 6.96 g (60 mmol) of sec-butyl urea was reacted with 10.9 g (50 mmol) of ethyl 2-chloro-4,4,4-trifluoroacetoacetate at 140°-150° C. for 3 hours. The product was separated and then Kugelrohr distilled to yield 4.0 g of a colorless oil product (b.p.=100° C. @ 0.25 mm Hg) identified in Table I. Starting materials: CC(C)(C)OC(=O)N1CC(Oc2ccc(F)cc2F)CC1CO, C1CCOC1, CC(C)OC(=O)N=NC(=O)OC(C)C, COC(=O)c1ccc(O)cc1, c1ccc(P(c2ccccc2)c2ccccc2)cc1. Product: COC(=O)c1ccc(OCC2CC(Oc3ccc(F)cc3F)CN2C(=O)OC(C)(C)C)cc1. As a reaction SMILES: [C:1]([CH3:2])([CH3:3])([CH3:4])[O:5][C:6](=[O:7])[N:8]1[CH:9]([CH2:22][OH:23])[CH2:10][CH:11]([O:13][c:14]2[c:15]([F:21])[cH:16][c:17]([F:20])[cH:18][cH:19]2)[CH2:12]1.[CH2:68]1[O:69][CH2:70][CH2:71][CH2:72]1.[O:54]=[C:55]([O:56][CH:57]([CH3:58])[CH3:59])[N:60]=[N:61][C:62]([O:63][CH:64]([CH3:65])[CH3:66])=[O:67].[OH:24][c:25]1[cH:26][cH:27][c:28]([C:29](=[O:30])[O:31][CH3:32])[cH:33][cH:34]1.[c:35]1([P:36]([c:37]2[cH:38][cH:39][cH:40][cH:41][cH:42]2)[c:43]2[cH:44][cH:45][cH:46][cH:47][cH:48]2)[cH:49][cH:50][cH:51][cH:52][cH:53]1>>[C:1]([CH3:2])([CH3:3])([CH3:4])[O:5][C:6](=[O:7])[N:8]1[CH:9]([CH2:22][O:23][c:25]2[cH:26][cH:27][c:28]([C:29](=[O:30])[O:31][CH3:32])[cH:33][cH:34]2)[CH2:10][CH:11]([O:13][c:14]2[c:15]([F:21])[cH:16][c:17]([F:20])[cH:18][cH:19]2)[CH2:12]1. The reactants are C(=O)(OCC1=CC=CC=C1)NCCC(C(=O)O)=O.[Na] (Sodium N-carbobenzoxy4-amino-2-oxobutyric acid), C(=O)[O-].[Na+] (sodium formate). Solvent: C(C(CO)(CO)N)O (Tris). Conditions: time 1 day. The product is C(=O)(OCC1=CC=CC=C1)NCC[C@H](C(=O)O)O ((R)-N-carbobenzoxy-4-amino-2-hydroxybutyric acid). Isolated yield 86.9%. RXN SMILES: [C:1]([NH:11][CH2:12][CH2:13][C:14](=[O:18])[C:15]([OH:17])=[O:16])([O:3][CH2:4][C:5]1[CH:10]=[CH:9][CH:8]=[CH:7][CH:6]=1)=[O:2].[Na].C([O-])=O.[Na+]>C(O)C(N)(CO)CO>[C:1]([NH:11][CH2:12][CH2:13][C@@H:14]([OH:18])[C:15]([OH:17])=[O:16])([O:3][CH2:4][C:5]1[CH:10]=[CH:9][CH:8]=[CH:7][CH:6]=1)=[O:2] |f:0.1,2.3,^1:18|. Reported procedure: Sodium N-carbobenzoxy4-amino-2-oxobutyric acid 5 (67 mg, 0.25 mmol) and sodium formate (17 mg, 0.25 mmol) in aqueous Tris buffer (20 cm3) were deoxygenated by bubbling a stream of nitrogen through the solution for 30 minutes. RLB2HADH in Tris buffer (0.5 cm3, 2 mg dry mass of enzyme), β-nicotinamide adenine dinucleotide (2 mg), formate dehydrogenase (2 mg) and dithiothreitol (1M, 1 μl) were added and the mixture was stirred at room temperature under nitrogen, the reaction was complete in 1 day. ... Starting materials: COc1ccccc1C1=CCN(C(=O)OC(C)(C)C)CC1, C, CO, [H][H], [Pd]. Product: COc1ccccc1C1CCN(C(=O)OC(C)(C)C)CC1. RXN SMILES: [C:1]([CH3:2])([CH3:3])([CH3:4])[O:5][C:6](=[O:7])[N:8]1[CH2:9][CH2:10][C:11]([c:14]2[c:15]([O:20][CH3:21])[cH:16][cH:17][cH:18][cH:19]2)=[CH:12][CH2:13]1.[C:26].[CH3:24][OH:25].[H:22][H:23].[Pd:27]>>[C:1]([CH3:2])([CH3:3])([CH3:4])[O:5][C:6](=[O:7])[N:8]1[CH2:9][CH2:10][CH:11]([c:14]2[c:15]([O:20][CH3:21])[cH:16][cH:17][cH:18][cH:19]2)[CH2:12][CH2:13]1. Reactants: C(C)(C)(C)OC(NN)=O (t-butylcarbazate), CCCCCC (hexane). The product is C(C)(C)(C)OC(=O)NN=CCCCC (t-butyl-2-pentylidenhydrazinecarboxylate). Isolated yield 89.0%. As a reaction SMILES: [C:1]([O:5][C:6](=[O:9])[NH:7][NH2:8])([CH3:4])([CH3:3])[CH3:2].[CH3:10][CH2:11][CH2:12][CH2:13][CH2:14]C>>[C:1]([O:5][C:6]([NH:7][N:8]=[CH:10][CH2:11][CH2:12][CH2:13][CH3:14])=[O:9])([CH3:4])([CH3:3])[CH3:2]. Reported procedure: A solution of valeraldehydede (2.0 g; 23 mmoles) and t-butylcarbazate (3.1 g; 23 mmoles) in hexane (25 mL) is heated under reflux conditions for 30 minutes. At the end the solution is cooled at room temperature. The solvent is removed under vacuum and the obtained residue purified by chromatography on silica gel eluting with chloroform. 4.1 g of t-butyl-2-pentylidenhydrazinecarboxylate (white solid; yield 89%) are obtained. Rf=0.32 chloroform; 1H NMR (CDCl3) δ (ppm): 8.02 (s broad, 1H, NH), 7.19... Reactants: ice, [H-].[Na+] (sodium hydride), C(C)(=O)OCCOC1=CC=C(C=O)C=C1 (4-(2-Acetoxyethoxy)benzaldehyde), CS(=O)(=O)C1=CC=C(CP(OC)(OC)=O)C=C1 (dimethyl 4-methylsulfonylbenzylphosphonate). Solvent: COCCOC (1,2-dimethoxyethane). The product is C(C)(=O)OCCOC1=CC=C(C=CC2=CC=C(C=C2)S(=O)(=O)C)C=C1 (4'-(2-Acetoxyethoxy)-4-methylsulfonylstilbene). Yield: 98.2%. As a reaction SMILES: [H-].[Na+].[C:3]([O:6][CH2:7][CH2:8][O:9][C:10]1[CH:17]=[CH:16][C:13]([CH:14]=O)=[CH:12][CH:11]=1)(=[O:5])[CH3:4].[CH3:18][S:19]([C:22]1[CH:34]=[CH:33][C:25]([CH2:26]P(=O)(OC)OC)=[CH:24][CH:23]=1)(=[O:21])=[O:20]>COCCOC>[C:3]([O:6][CH2:7][CH2:8][O:9][C:10]1[CH:17]=[CH:16][C:13]([CH:14]=[CH:26][C:25]2[CH:24]=[CH:23][C:22]([S:19]([CH3:18])(=[O:21])=[O:20])=[CH:34][CH:33]=2)=[CH:12][CH:11]=1)(=[O:5])[CH3:4] |f:0.1|. Procedure details: To a stirred suspension of 3.0 g (0.075 mol) of 60% sodium hydride dispersion, 11.0 g (0.05 mol) of 4-(2-acetoxyethoxy)benzaldehyde (Example 1) and 125 mL of dry 1,2-dimethoxyethane were added, under nitrogen, 13.9 g (0.05 mol) of dimethyl 4-methylsulfonylbenzylphosphonate. The mixture was heated at reflux for 2 hr, after which time it was cooled and poured over ca. 200 g of crushed ice under nitrogen. The crude product was filtered, washed with water and air-dried to give 17.7 g (98%) of the wh...